Dataset: the Open Reaction Database (ORD), a public repository of structured organic reaction records. Task: describe an organic reaction: reactants, conditions, products, and yield Run in CN1CCCC1=O (NMP), C(C)(=O)OCC (Ethyl acetate), C(Cl)Cl (DCM). Isolated yield 54.6%. Reactants: C(=O)(C(F)(F)F)O (TFA), ClC1=C2C(=NC=C1C(F)(F)F)NC=C2NC(C2=NC=CC=C2)=O (N-(4-Chloro-5-(trifluoromethyl)-1H-pyrrolo[2,3-b]pyridin-3-yl)picolinamide), N1C[C@@H](CCC1)NC(OC(C)(C)C)=O ((R)-tert-butyl piperidin-3-ylcarbamate), CCN(C(C)C)C(C)C (DIEA). RXN SMILES: [Cl:1][C:2]1[C:7]([C:8]([F:11])([F:10])[F:9])=[CH:6][N:5]=[C:4]2[NH:12][CH:13]=[C:14]([NH:15][C:16](=[O:23])[C:17]3[CH:22]=[CH:21][CH:20]=[CH:19][N:18]=3)[C:3]=12.[NH:24]1[CH2:29][CH2:28][CH2:27][C@@H:26]([NH:30]C(=O)OC(C)(C)C)[CH2:25]1.CCN(C(C)C)C(C)C.C(O)(C(F)(F)F)=O>CN1C(=O)CCC1.C(Cl)Cl.C(OCC)(=O)C>[ClH:1].[NH2:30][C@@H:26]1[CH2:27][CH2:28][CH2:29][N:24]([C:2]2[C:7]([C:8]([F:11])([F:10])[F:9])=[CH:6][N:5]=[C:4]3[NH:12][CH:13]=[C:14]([NH:15][C:16](=[O:23])[C:17]4[CH:22]=[CH:21][CH:20]=[CH:19][N:18]=4)[C:3]=23)[CH2:25]1 |f:7.8|. The product is Cl.N[C@H]1CN(CCC1)C1=C2C(=NC=C1C(F)(F)F)NC=C2NC(C2=NC=CC=C2)=O ((R)—N-(4-(3-aminopiperidin-1-yl)-5-(trifluoromethyl)-1H-pyrrolo[2,3-b]pyridin-3-yl)picolinamide hydrochloride). Reaction conditions: time 1 hour. Procedure: N-(4-Chloro-5-(trifluoromethyl)-1H-pyrrolo[2,3-b]pyridin-3-yl)picolinamide (280 mg, 0.81 mmol), (R)-tert-butyl piperidin-3-ylcarbamate (490 mg, 2.42 mmol) and DIEA (0.28 mL, 1.61 mmol) in NMP (2 mL) were stirred at 156° C. (bath) for 10 hours. Ethyl acetate (20 mL) was added, the organic layer was washed with water (10 mL), brine (10 mL) and dried over sodium sulfate. After removal of the solvent, the residue was purified by C-18 reverse phase flash chromatography (Biotage SP4 unit, C-18 25M col... Product: C1(=CC=CC2=CC=CC=C12)CCOC=1C=C(C(=O)N)C=CC1[N+](=O)[O-] (3-(2-naphthalen-1-yl-ethoxy)-4-nitro-benzamide). Conditions: time 8 hour. Starting materials: FC=1C=C(C(=O)N)C=CC1[N+](=O)[O-] (3-fluoro-4-nitro-benzamide), C1(=CC=CC2=CC=CC=C12)CCO (1-napthaleneethanol), CC(C)([O-])C.[K+] (potassium tert-butoxide). Procedure: To a solution of 3-fluoro-4-nitro-benzamide (1.0 g, 5.43 mmol) in tetrahydrofuran (55 mL) at room temperature was added 1-napthaleneethanol (1.02 g, 5.97 mmol) followed by potassium tert-butoxide (0.67 g, 5.97 mmol). The reaction was allowed to stir overnight at room temperature. The reaction was then diluted with ethyl acetate and washed with 1N hydrochloric acid (50 mL), saturated sodium bicarbonate (50 mL), and saturated sodium chloride (50 mL), dried over magnesium sulfate, filtered and conc... RXN SMILES: F[C:2]1[CH:3]=[C:4]([CH:8]=[CH:9][C:10]=1[N+:11]([O-:13])=[O:12])[C:5]([NH2:7])=[O:6].[C:14]1([CH2:24][CH2:25][OH:26])[C:23]2[C:18](=[CH:19][CH:20]=[CH:21][CH:22]=2)[CH:17]=[CH:16][CH:15]=1.CC(C)([O-])C.[K+]>O1CCCC1.C(OCC)(=O)C>[C:14]1([CH2:24][CH2:25][O:26][C:2]2[CH:3]=[C:4]([CH:8]=[CH:9][C:10]=2[N+:11]([O-:13])=[O:12])[C:5]([NH2:7])=[O:6])[C:23]2[C:18](=[CH:19][CH:20]=[CH:21][CH:22]=2)[CH:17]=[CH:16][CH:15]=1 |f:2.3|. The solvent is C(C)(=O)OCC (ethyl acetate), O1CCCC1 (tetrahydrofuran). Isolated yield 59.7%. The product is C=CC1CC1(NC(=O)C1CC(SC(C)C)(c2ccc(-c3ccccc3)cc2)CN1C(=O)C(NC(=O)OC(C)(C)C(F)(F)F)C(C)(C)C)C(=O)NS(=O)(=O)C1CC1. The reactants are CC(C)(OC(=O)Oc1ccccn1)C(F)(F)F, C1CCOC1, CCOC(C)=O, CCN(C(C)C)C(C)C, Cl, C=CC1CC1(NC(=O)C1CC(SC(C)C)(c2ccc(-c3ccccc3)cc2)CN1C(=O)C(N)C(C)(C)C)C(=O)NS(=O)(=O)C1CC1. Reaction SMILES: [C:48]([O:49][c:51]1[cH:52][cH:53][cH:54][cH:55][n:64]1)(=[O:50])[O:56][C:57]([C:58]([F:59])([F:60])[F:61])([CH3:62])[CH3:63].[CH2:74]1[O:75][CH2:76][CH2:77][CH2:78]1.[CH3:79][CH2:80][O:81][C:82]([CH3:83])=[O:84].[CH:65]([N:66]([CH2:67][CH3:68])[CH:69]([CH3:70])[CH3:71])([CH3:72])[CH3:73].[ClH:47].[NH2:1][CH:2]([C:3](=[O:4])[N:5]1[CH:6]([C:26](=[O:27])[NH:28][C:29]2([C:34]([NH:35][S:36](=[O:37])(=[O:38])[CH:39]3[CH2:40][CH2:41]3)=[O:42])[CH:30]([CH:32]=[CH2:33])[CH2:31]2)[CH2:7][C:8]([S:10][CH:11]([CH3:12])[CH3:13])([c:14]2[cH:15][cH:16][c:17](-[c:20]3[cH:21][cH:22][cH:23][cH:24][cH:25]3)[cH:18][cH:19]2)[CH2:9]1)[C:43]([CH3:44])([CH3:45])[CH3:46]>>[NH:1]([CH:2]([C:3](=[O:4])[N:5]1[CH:6]([C:26](=[O:27])[NH:28][C:29]2([C:34]([NH:35][S:36](=[O:37])(=[O:38])[CH:39]3[CH2:40][CH2:41]3)=[O:42])[CH:30]([CH:32]=[CH2:33])[CH2:31]2)[CH2:7][C:8]([S:10][CH:11]([CH3:12])[CH3:13])([c:14]2[cH:15][cH:16][c:17](-[c:20]3[cH:21][cH:22][cH:23][cH:24][cH:25]3)[cH:18][cH:19]2)[CH2:9]1)[C:43]([CH3:44])([CH3:45])[CH3:46])[C:48](=[O:49])[O:56][C:57]([C:58]([F:59])([F:60])[F:61])([CH3:62])[CH3:63]. The reactants are C1CCOC1, CCOC(C)=O, Nc1ccc(F)c(-c2nn3c(c2-c2ccncc2)SCC3)c1F, O=S(=O)(Cl)c1cc(F)ccc1F, [K+], [OH-], c1ccncc1. The product is O=S(=O)(Nc1ccc(F)c(-c2nn3c(c2-c2ccncc2)SCC3)c1F)c1cc(F)ccc1F. As a reaction SMILES: [CH2:50]1[O:51][CH2:52][CH2:53][CH2:54]1.[CH3:44][CH2:45][O:46][C:47](=[O:48])[CH3:49].[F:1][c:2]1[c:3]([NH2:23])[cH:4][cH:5][c:6]([F:22])[c:7]1-[c:8]1[n:9][n:10]2[c:11]([c:15]1-[c:16]1[cH:17][cH:18][n:19][cH:20][cH:21]1)[S:12][CH2:13][CH2:14]2.[F:24][c:25]1[c:26]([S:32](=[O:33])(=[O:34])[Cl:35])[cH:27][c:28]([F:31])[cH:29][cH:30]1.[K+:37].[OH-:36].[cH:38]1[cH:39][cH:40][n:41][cH:42][cH:43]1>>[F:1][c:2]1[c:3]([NH:23][S:32]([c:26]2[c:25]([F:24])[cH:30][cH:29][c:28]([F:31])[cH:27]2)(=[O:33])=[O:34])[cH:4][cH:5][c:6]([F:22])[c:7]1-[c:8]1[n:9][n:10]2[c:11]([c:15]1-[c:16]1[cH:17][cH:18][n:19][cH:20][cH:21]1)[S:12][CH2:13][CH2:14]2. The reactants are [N+](=O)([O-])C1=C(NC)C=C(C(=C1)N)Cl (2-nitro-4-amino-5-chloro-N-(methyl)aniline), SC1=CC=C(C=C1)O (4-mercaptophenol). Product: [N+](=O)([O-])C1=C(NC)C=C(C(=C1)N)SC1=CC=C(C=C1)O (2-nitro-4-amino-5-(para-hydroxyphenyl)thio-N-(methyl)aniline). Yield: 68.0%. Reaction SMILES: [N+:1]([C:4]1[CH:11]=[C:10]([NH2:12])[C:9](Cl)=[CH:8][C:5]=1[NH:6][CH3:7])([O-:3])=[O:2].[SH:14][C:15]1[CH:20]=[CH:19][C:18]([OH:21])=[CH:17][CH:16]=1>>[N+:1]([C:4]1[CH:11]=[C:10]([NH2:12])[C:9]([S:14][C:15]2[CH:20]=[CH:19][C:18]([OH:21])=[CH:17][CH:16]=2)=[CH:8][C:5]=1[NH:6][CH3:7])([O-:3])=[O:2]. Reported procedure: 11.5 g (0.057 mol) of 2-nitro-4-amino-5-chloro-N-(methyl)aniline and 11.9 g (0.085 mol) of 4-mercaptophenol were used as the starting materials to give brown-orange crystals (11.3 g) recrystallized from 96° ethanol and melting at 206° C., whose elemental analysis calculated for C13H13N3O3S was: The reactants are CC(=O)O, COc1cc(C(C#N)=Cc2ccc(C)c([N+](=O)[O-])c2)cc(OC)c1OC, [Zn]. Product: COc1cc(C(C#N)=Cc2ccc(C)c(N)c2)cc(OC)c1OC. RXN SMILES: [CH3:27][C:28](=[O:29])[OH:30].[N+:1]([O-:2])(=[O:3])[c:4]1[cH:5][c:6]([CH:11]=[C:12]([C:13]#[N:14])[c:15]2[cH:16][c:17]([O:25][CH3:26])[c:18]([O:23][CH3:24])[c:19]([O:21][CH3:22])[cH:20]2)[cH:7][cH:8][c:9]1[CH3:10].[Zn:31]>>[NH2:1][c:4]1[cH:5][c:6]([CH:11]=[C:12]([C:13]#[N:14])[c:15]2[cH:16][c:17]([O:25][CH3:26])[c:18]([O:23][CH3:24])[c:19]([O:21][CH3:22])[cH:20]2)[cH:7][cH:8][c:9]1[CH3:10]. The reactants are COC=1C=C(C=O)C(=CN1)OCC=1C(=NC=CC1)C1=CC=NN1COCC[Si](C)(C)C (2-methoxy-5-((2-(1-((2-(trimethylsilyl)ethoxy)methyl)-1H-pyrazol-5-yl)pyridin-3-yl)methoxy)isonicotinaldehyde), Cl (HCl). Run in CCO (EtOH). Conditions: time 8 hour. The product is Cl.Cl.N1N=CC=C1C1=NC=CC=C1COC1=CN=C(C=C1C=O)OC (5-((2-(1H-pyrazol-5-yl)pyridin-3-yl)methoxy)-2-methoxyisonicotinaldehyde dihydrochloride). Yield: 96.0%. RXN SMILES: [CH3:1][O:2][C:3]1[CH:4]=[C:5]([C:8]([O:11][CH2:12][C:13]2[C:14]([C:19]3[N:23](COCC[Si](C)(C)C)[N:22]=[CH:21][CH:20]=3)=[N:15][CH:16]=[CH:17][CH:18]=2)=[CH:9][N:10]=1)[CH:6]=[O:7].[ClH:32]>CCO>[ClH:32].[ClH:32].[NH:23]1[C:19]([C:14]2[C:13]([CH2:12][O:11][C:8]3[C:5]([CH:6]=[O:7])=[CH:4][C:3]([O:2][CH3:1])=[N:10][CH:9]=3)=[CH:18][CH:17]=[CH:16][N:15]=2)=[CH:20][CH:21]=[N:22]1 |f:3.4.5|. Procedure details: To 2-methoxy-5-((2-(1-((2-(trimethylsilyl)ethoxy)methyl)-1H-pyrazol-5-yl)pyridin-3-yl)methoxy)isonicotinaldehyde (120 mg, 0.27 mmol, 1 equiv) suspended in EtOH (1 mL) was added HCl (1.0 mL, 3 N). The solution turned homogeneous and the mixture was stirred at rt overnight. The EtOH was partially removed by blowing in N2 gas and the precipitate was collected. The solid was washed with acetonitrile and EtOAc and dried under high vacuo to give 5-((2-(1H-pyrazol-5-yl)pyridin-3-yl)methoxy)-2-methoxyis... The reactants are C(C)(=O)C=1C=C(C=C(C1)F)[C@@](CC1=CC=CC=C1)(C1=CC(=C(C=C1)F)C(F)(F)F)NC(=O)NCC(F)(F)F ((R)-1-(1-(3-acetyl-5-fluorophenyl)-1-(4-fluoro-3-(trifluoromethyl)phenyl)-2-phenylethyl)-3-(2,2,2-trifluoroethyl)urea), C[Li] (CH3Li). Run in C1CCOC1 (THF). Run at time 2 hour. Product: FC1=C(C=C(C=C1)[C@](CC1=CC=CC=C1)(C1=CC(=CC(=C1)C(C)(C)O)F)NC(=O)NCC(F)(F)F)C(F)(F)F ((R)-1-(1-(4-fluoro-3-(trifluoromethyl)phenyl)-1-(3-fluoro-5-(2-hydroxypropan-2-yl)phenyl)-2-phenylethyl)-3-(2,2,2-trifluoroethyl)urea). The yield is 39.0%. Reaction SMILES: [C:1]([C:4]1[CH:5]=[C:6]([C@:11]([NH:30][C:31]([NH:33][CH2:34][C:35]([F:38])([F:37])[F:36])=[O:32])([C:19]2[CH:24]=[CH:23][C:22]([F:25])=[C:21]([C:26]([F:29])([F:28])[F:27])[CH:20]=2)[CH2:12][C:13]2[CH:18]=[CH:17][CH:16]=[CH:15][CH:14]=2)[CH:7]=[C:8]([F:10])[CH:9]=1)(=[O:3])[CH3:2].[CH3:39][Li]>C1COCC1>[F:25][C:22]1[CH:23]=[CH:24][C:19]([C@@:11]([NH:30][C:31]([NH:33][CH2:34][C:35]([F:38])([F:36])[F:37])=[O:32])([C:6]2[CH:5]=[C:4]([C:1]([OH:3])([CH3:39])[CH3:2])[CH:9]=[C:8]([F:10])[CH:7]=2)[CH2:12][C:13]2[CH:14]=[CH:15][CH:16]=[CH:17][CH:18]=2)=[CH:20][C:21]=1[C:26]([F:27])([F:28])[F:29]. Reported procedure: To a solution of (R)-1-(1-(3-acetyl-5-fluorophenyl)-1-(4-fluoro-3-(trifluoromethyl)phenyl)-2-phenylethyl)-3-(2,2,2-trifluoroethyl)urea (Example 257, mg, 0.037 mmol) in THF (1 mL) at 0° C. under argon was added dropwise CH3Li (1.4 M in Et2O, 0.04 mL, 0.056 mmoL). The reaction mixture was stirred at room temperature for 2 h, then quenched with sat. NH4Cl and 0.5 N HCl and the aqueous layer was extracted with EtOAc. The combined organic portions were washed with H2O, sat. NaCl, dried over Na2SO4, f... The reactants are CC(C)N(C(N)=O)c1ccc2c(c1)OCCO2, O=Cc1ccc2c(c1)OCCO2. The product is CC(C)N1C(=O)NC(c2ccc3c(c2)OCCO3)c2cc3c(cc21)OCCO3. As a reaction SMILES: [CH:1]([CH3:2])([CH3:3])[N:4]([C:5](=[O:6])[NH2:7])[c:8]1[cH:9][c:10]2[c:11]([cH:12][cH:13]1)[O:14][CH2:15][CH2:16][O:17]2.[O:18]1[CH2:19][CH2:20][O:21][c:22]2[c:23]1[cH:24][cH:25][c:26]([CH:28]=[O:29])[cH:27]2>>[CH:1]([CH3:2])([CH3:3])[N:4]1[C:5](=[O:6])[NH:7][CH:28]([c:26]2[cH:25][cH:24][c:23]3[c:22]([cH:27]2)[O:21][CH2:20][CH2:19][O:18]3)[c:13]2[c:8]1[cH:9][c:10]1[c:11]([cH:12]2)[O:14][CH2:15][CH2:16][O:17]1. Reactants: CC(C)(C)OC(=O)CCC(=O)NCc1cccc(C=NO)c1, ClCCl, O=C(O)C(F)(F)F. Product: O=C(O)CCC(=O)NCc1cccc(C=NO)c1. As a reaction SMILES: [C:8]([CH3:9])([CH3:10])([CH3:11])[O:12][C:13]([CH2:14][CH2:15][C:16](=[O:17])[NH:18][CH2:19][c:20]1[cH:21][c:22]([CH:26]=[N:27][OH:28])[cH:23][cH:24][cH:25]1)=[O:29].[Cl:30][CH2:31][Cl:32].[OH:1][C:2]([C:3]([F:4])([F:5])[F:6])=[O:7]>>[O:12]=[C:13]([CH2:14][CH2:15][C:16](=[O:17])[NH:18][CH2:19][c:20]1[cH:21][c:22]([CH:26]=[N:27][OH:28])[cH:23][cH:24][cH:25]1)[OH:29].